From a dataset of the Open Reaction Database (ORD), a public repository of structured organic reaction records. describe an organic reaction: reactants, conditions, products, and yield RXN SMILES: [H-].[Al+3].[Li+].[H-].[H-].[H-].[CH:7]1([CH2:10][C:11]2([C:21]#[N:22])[CH2:20][CH2:19][C:14]3([O:18][CH2:17][CH2:16][O:15]3)[CH2:13][CH2:12]2)[CH2:9][CH2:8]1.O.[OH-].[Na+]>CCOCC>[CH:7]1([CH2:10][C:11]2([CH2:21][NH2:22])[CH2:20][CH2:19][C:14]3([O:18][CH2:17][CH2:16][O:15]3)[CH2:13][CH2:12]2)[CH2:9][CH2:8]1 |f:0.1.2.3.4.5,8.9|. Procedure: To a stirred suspension of lithium aluminium hydride (1M solution in ether; 94.9 ml; 94.9 mmol) at −78° C. was added a solution of 8-(cyclopropylmethyl)-1,4-dioxaspiro[4.5]decane-8-carbonitrile (14 g;63.264 mmol) in ether (40 ml) over 30 minutes and the mixture stirred cold for 1 hour, then allowed to warm to ambient temperature and stirred for 3 hours. The resultant mixture was cooled in an ice bath and to the mixture was added in turn water (2 ml), 15% NaOH solution (2 ml) and water (2 ml). Th... Isolated yield 84.2%. The solvent is CCOCC (ether). The reactants are O (water), [OH-].[Na+] (NaOH), O (water), [H-].[Al+3].[Li+].[H-].[H-].[H-] (lithium aluminium hydride), C1(CC1)CC1(CCC2(OCCO2)CC1)C#N (8-(cyclopropylmethyl)-1,4-dioxaspiro[4.5]decane-8-carbonitrile), resultant mixture. Reaction conditions: time 1 hour. The product is C1(CC1)CC1(CCC2(OCCO2)CC1)CN ({[8-(Cyclopropylmethyl)-1,4-dioxaspiro[4.5]dec-8-yl]methyl}amine). Starting materials: C(C1=CC=CC=C1)OC1=CC(=C(CC2=CNC3=NC=C(C=C32)Cl)C=C1OC)F (3-(4-benzyloxy-2-fluoro-5-methoxy-benzyl)-5-chloro-1H-pyrrolo[2,3-b]pyridine), C(C)(=O)O (acetic acid). The reagents and catalysts are [Pd] (palladium on carbon). Run in O1CCCC1 (tetrahydrofuran). Product: ClC=1C=C2C(=NC1)NC=C2CC2=CC(=C(C=C2F)O)OC (4-(5-chloro-1H-pyrrolo[2,3-b]pyridin-3-ylmethyl)-5-fluoro-2-methoxy-phenol). RXN SMILES: C([O:8][C:9]1[C:25]([O:26][CH3:27])=[CH:24][C:12]([CH2:13][C:14]2[C:22]3[C:17](=[N:18][CH:19]=[C:20]([Cl:23])[CH:21]=3)[NH:16][CH:15]=2)=[C:11]([F:28])[CH:10]=1)C1C=CC=CC=1.C(O)(=O)C>O1CCCC1.[Pd]>[Cl:23][C:20]1[CH:21]=[C:22]2[C:14]([CH2:13][C:12]3[C:11]([F:28])=[CH:10][C:9]([OH:8])=[C:25]([O:26][CH3:27])[CH:24]=3)=[CH:15][NH:16][C:17]2=[N:18][CH:19]=1. Reported procedure: 3-(4-Benzyloxy-2-fluoro-5-methoxy-benzyl)-5-chloro-1H-pyrrolo[2,3-b]pyridine (224, 48 mmol) was dissolved in tetrahydrofuran (300 mL) and 20% palladium on carbon (50% water wet, 2.3 g) was added. The mixture was stirred under an atmosphere of hydrogen at 50 psi in the presence of acetic acid (100 mL). The reaction mixture was filtered through Celite and evaporated to dryness to give the desired compound 225. MS (ESI) [M+H+]+=307.1. The reactants are FC1=C(C(=CC=C1)F)S(=O)(=O)NC=1C(=C(C=CC1)C=1N=C(SC1C1=NC(=NC=C1)C)C1(CCN(CC1)C(=O)OC(C)(C)C)C)F (1,1-dimethylethyl 4-[4-(3-{[(2,6-difluorophenyl)sulfonyl]amino}-2-fluorophenyl)-5-(2-methyl-4-pyrimidinyl)-1,3-thiazol-2-yl]-4-methyl-1-piperidinecarboxylate), C(=O)(C(F)(F)F)O (TFA). Run in ClCCl (dichloromethane). Reaction conditions: time 1 hour. Product: FC1=C(C(=CC=C1)F)S(=O)(=O)NC1=C(C(=CC=C1)C=1N=C(SC1C1=NC(=NC=C1)C)C1(CCNCC1)C)F (2,6-difluoro-N-{2-fluoro-3-[2-(4-methyl-4-piperidinyl)-5-(2-methyl-4-pyrimidinyl)-1,3-thiazol-4-yl]phenyl}benzenesulfonamide). Isolated yield 62.3%. As a reaction SMILES: [F:1][C:2]1[CH:7]=[CH:6][CH:5]=[C:4]([F:8])[C:3]=1[S:9]([NH:12][C:13]1[C:14]([F:45])=[C:15]([C:19]2[N:20]=[C:21]([C:31]3([CH3:44])[CH2:36][CH2:35][N:34](C(OC(C)(C)C)=O)[CH2:33][CH2:32]3)[S:22][C:23]=2[C:24]2[CH:29]=[CH:28][N:27]=[C:26]([CH3:30])[N:25]=2)[CH:16]=[CH:17][CH:18]=1)(=[O:11])=[O:10].C(O)(C(F)(F)F)=O>ClCCl>[F:1][C:2]1[CH:7]=[CH:6][CH:5]=[C:4]([F:8])[C:3]=1[S:9]([NH:12][C:13]1[CH:18]=[CH:17][CH:16]=[C:15]([C:19]2[N:20]=[C:21]([C:31]3([CH3:44])[CH2:36][CH2:35][NH:34][CH2:33][CH2:32]3)[S:22][C:23]=2[C:24]2[CH:29]=[CH:28][N:27]=[C:26]([CH3:30])[N:25]=2)[C:14]=1[F:45])(=[O:10])=[O:11]. Reported procedure: To a solution of 1,1-dimethylethyl 4-[4-(3-{[(2,6-difluorophenyl)sulfonyl]amino}-2-fluorophenyl)-5-(2-methyl-4-pyrimidinyl)-1,3-thiazol-2-yl]-4-methyl-1-piperidinecarboxylate (72 mg, 0.109 mmol) in dichloromethane (2 mL) was added TFA (0.5 mL, 6.49 mmol), and the reaction mixture was stirred for 1 h. The reaction was concentrated and the residue was purified using RP-HPLC. The TFA salt was neutralized to obtain the title compound (38 mg). MS (ESI): 560.0 [M+1]+. The reactants are C1NCCC2=CC=CC=C12 (1,2,3,4-tetrahydroisoquinoline), [S] (sulphur), [S] (sulphur). The solvent is C1(=CC=CC=C1)C (toluene). The product is C1=NCCC2=CC=CC=C12 (3,4-dihydroisoquinoline). Yield: 96.5%. RXN SMILES: [CH2:1]1[C:10]2[C:5](=[CH:6][CH:7]=[CH:8][CH:9]=2)[CH2:4][CH2:3][NH:2]1.[S]>C1(C)C=CC=CC=1>[CH:1]1[C:10]2[C:5](=[CH:6][CH:7]=[CH:8][CH:9]=2)[CH2:4][CH2:3][N:2]=1 |^3:10|. Procedure: 30.0 g of 1,2,3,4-tetrahydroisoquinoline and 15.0 g of sulphur powder in 200 ml of toluene are refluxed for 6 hours. After cooling the precipitating sulphur is filtered off, the filtrate is extracted with 200 ml of 5% hydrochloric acid. The aqueous solution is made alkaline with 40% sodium hydroxide to pH=10, then extracted with 250 ml of chloroform. The chloroform extract is dried with sodium sulfate and evaporated in vacuo. As residue 28.5 g of 3,4-dihydroisoquinoline are obtained. Starting materials: OC=1C=C(C(=O)NC2=NC=C(N=C2)C)C=C(C1)O[C@@H]1C(N(CC1)C)=O (3-hydroxy-5-[(3S)-1-methyl-2-oxo-pyrrolidin-3-yl]oxy-N-(5-methylpyrazin-2-yl)benzamide), OC=1C=C(C(=O)NC2=NC=C(N=C2)C)C=C(C1)O[C@@H]1C(N(CC1)C)=O (3-hydroxy-5-[(3S)-1-methyl-2-oxo-pyrrolidin-3-yl]oxy-N-(5-methylpyrazin-2-yl)benzamide), N1(CCC1)C(=O)C=1C=NC(=C(C1)Cl)Cl (azetidin-1-yl-(5,6-dichloropyridin-3-yl)methanone), N1(CCC1)C(=O)C=1C=NC(=C(C1)Cl)Cl (azetidin-1-yl-(5,6-dichloropyridin-3-yl)methanone), C([O-])([O-])=O.[K+].[K+] (potassium carbonate). The solvent is CC(=O)N(C)C (DMA). Reaction conditions: temperature 120 celsius, time 2 hour. Product: N1(CCC1)C(=O)C=1C=C(C(=NC1)OC=1C=C(C(=O)NC2=NC=C(N=C2)C)C=C(C1)O[C@@H]1C(N(CC1)C)=O)Cl (3-[5-(Azetidine-1-carbonyl)-3-chloro-pyridin-2-yl]oxy-5-[(3S)-1-methyl-2-oxo-pyrrolidin-3-yl]oxy-N-(5-methylpyrazin-2-yl)benzamide). Isolated yield 87.5%. RXN SMILES: [OH:1][C:2]1[CH:3]=[C:4]([CH:15]=[C:16]([O:18][C@H:19]2[CH2:23][CH2:22][N:21]([CH3:24])[C:20]2=[O:25])[CH:17]=1)[C:5]([NH:7][C:8]1[CH:13]=[N:12][C:11]([CH3:14])=[CH:10][N:9]=1)=[O:6].[N:26]1([C:30]([C:32]2[CH:33]=[N:34][C:35](Cl)=[C:36]([Cl:38])[CH:37]=2)=[O:31])[CH2:29][CH2:28][CH2:27]1.C(=O)([O-])[O-].[K+].[K+]>CC(N(C)C)=O>[N:26]1([C:30]([C:32]2[CH:37]=[C:36]([Cl:38])[C:35]([O:1][C:2]3[CH:3]=[C:4]([CH:15]=[C:16]([O:18][C@H:19]4[CH2:23][CH2:22][N:21]([CH3:24])[C:20]4=[O:25])[CH:17]=3)[C:5]([NH:7][C:8]3[CH:13]=[N:12][C:11]([CH3:14])=[CH:10][N:9]=3)=[O:6])=[N:34][CH:33]=2)=[O:31])[CH2:29][CH2:28][CH2:27]1 |f:2.3.4|. Procedure details: A mixture of 3-hydroxy-5-[(3S)-1-methyl-2-oxo-pyrrolidin-3-yl]oxy-N-(5-methylpyrazin-2-yl)benzamide (Intermediate 18) (136 mg, 0.4 mmol), azetidin-1-yl-(5,6-dichloropyridin-3-yl)methanone (Intermediate 21) (103 mg, 0.44 mmol) and potassium carbonate (111 mg, 0.8 mmol) in DMA (5 mL) was stirred at 120° C. for 2 hours. The solution was evaporated under reduced pressure, the residue dissolved in ethyl acetate (40 mL) washed with water (2×20 mL), brine (20 mL), dried (MgSO4), filtered and the solven... The reactants are COC(=O)c1ccc2c(C3CCCCC3)c(-c3ccc(F)cc3OCc3ccccc3)n(C)c2c1, COC(=O)c1ccc2c(C3CCCCC3)c(-c3ccccc3O)n(C)c2c1. Yields the product COC(=O)c1ccc2c(C3CCCCC3)c(-c3ccc(F)cc3O)n(C)c2c1. RXN SMILES: [CH2:28]([c:29]1[cH:30][cH:31][cH:32][cH:33][cH:34]1)[O:35][c:36]1[c:37](-[c:43]2[n:44]([CH3:62])[c:45]3[cH:46][c:47]([C:58](=[O:59])[O:60][CH3:61])[cH:48][cH:49][c:50]3[c:51]2[CH:52]2[CH2:53][CH2:54][CH2:55][CH2:56][CH2:57]2)[cH:38][cH:39][c:40]([F:42])[cH:41]1.[CH:1]1([c:2]2[c:3]3[c:4]([cH:5][c:6]([C:7]([O:8][CH3:9])=[O:10])[cH:11][cH:12]3)[n:13]([CH3:14])[c:15]2-[c:16]2[cH:17][cH:18][cH:19][cH:20][c:21]2[OH:22])[CH2:23][CH2:24][CH2:25][CH2:26][CH2:27]1>>[OH:35][c:36]1[c:37](-[c:43]2[n:44]([CH3:62])[c:45]3[cH:46][c:47]([C:58](=[O:59])[O:60][CH3:61])[cH:48][cH:49][c:50]3[c:51]2[CH:52]2[CH2:53][CH2:54][CH2:55][CH2:56][CH2:57]2)[cH:38][cH:39][c:40]([F:42])[cH:41]1.